The task is: describe an organic reaction: reactants, conditions, products, and yield. This data is from the Open Reaction Database (ORD), a public repository of structured organic reaction records. Starting materials: C(C1=CC=CC=C1)N1CCC(CC1)(CNC(=O)C1=C(C=CC=C1)OC)C1=CC=CC=C1 (1-N-Benzyl-4-phenyl-4-(3-(2-methoxyphenyl)-3-oxo-2-azaprop-1-yl)piperidine), [H][H] (hydrogen). Reagents/catalysts: [OH-].[OH-].[Pd+2] (Pearlman's catalyst), C(C)(=O)O (acetic acid). The solvent is CO (methanol). The product is C1(=CC=CC=C1)C1(CCNCC1)CNC(=O)C1=C(C=CC=C1)OC (4-phenyl-4-(3-(2-methoxyphenyl)-3-oxo-2-azaprop-1-yl)piperidine). RXN SMILES: C([N:8]1[CH2:13][CH2:12][C:11]([C:26]2[CH:31]=[CH:30][CH:29]=[CH:28][CH:27]=2)([CH2:14][NH:15][C:16]([C:18]2[CH:23]=[CH:22][CH:21]=[CH:20][C:19]=2[O:24][CH3:25])=[O:17])[CH2:10][CH2:9]1)C1C=CC=CC=1.[H][H]>[OH-].[OH-].[Pd+2].C(O)(=O)C.CO>[C:26]1([C:11]2([CH2:14][NH:15][C:16]([C:18]3[CH:23]=[CH:22][CH:21]=[CH:20][C:19]=3[O:24][CH3:25])=[O:17])[CH2:10][CH2:9][NH:8][CH2:13][CH2:12]2)[CH:27]=[CH:28][CH:29]=[CH:30][CH:31]=1 |f:2.3.4|. Procedure: A mixture of 1.3 g (3.1 mmol) of 1-N-Benzyl-4-phenyl-4-(3-(2-methoxyphenyl)-3-oxo-2-azaprop-1-yl)piperidine (Example 1), 100 mg of Pearlman's catalyst (palladium hydroxide on carbon, purchased from Aldrich Chemical Co., Milwaukee, Wis.) and 3 drops of acetic acid in 20 mL of methanol was stirred in a hydrogen atmosphere (50 psi) for 18 hr. The reaction mixture was filtered and the filtrate was concentrated to afford the title compound. Starting materials: O=C([O-])O, CCO, [Cl-], Cc1ccc(S(=O)(=O)N(C)c2ccc(Cl)cc2[N+](=O)[O-])cc1, [Na+]. Product: Cc1ccc(S(=O)(=O)N(C)c2ccc(Cl)cc2N)cc1. RXN SMILES: [C:24](=[O:25])([OH:26])[O-:27].[CH3:29][CH2:30][OH:31].[Cl-:23].[Cl:1][c:2]1[cH:3][c:4]([N+:20]([O-:21])=[O:22])[c:5]([N:6]([S:7](=[O:8])(=[O:9])[c:10]2[cH:11][cH:12][c:13]([CH3:16])[cH:14][cH:15]2)[CH3:17])[cH:18][cH:19]1.[Na+:28]>>[Cl:1][c:2]1[cH:3][c:4]([NH2:20])[c:5]([N:6]([S:7](=[O:8])(=[O:9])[c:10]2[cH:11][cH:12][c:13]([CH3:16])[cH:14][cH:15]2)[CH3:17])[cH:18][cH:19]1. The reactants are C([O-])(O)=O.[Na+] (sodium bicarbonate), polyphosphoric acid, COC(=O)C1=CC=C(N1)CCC(=O)O (3-(5-(methoxycarbonyl)-1H-pyrrol-2-yl)propanoic acid), O (Water). Run in ClCCCl (1,2-dichloroethane). Run at temperature 100 celsius. Yields the product O=C1CCC=2NC(=CC21)C(=O)OC (methyl 4-oxo-1,4,5,6-tetrahydrocyclopenta[b]pyrrole-2-carboxylate). Yield: 86.2%. Reaction SMILES: [CH3:1][O:2][C:3]([C:5]1[NH:9][C:8]([CH2:10][CH2:11][C:12]([OH:14])=O)=[CH:7][CH:6]=1)=[O:4].O.C(=O)(O)[O-].[Na+]>ClCCCl>[O:14]=[C:12]1[C:7]2[CH:6]=[C:5]([C:3]([O:2][CH3:1])=[O:4])[NH:9][C:8]=2[CH2:10][CH2:11]1 |f:2.3|. Procedure: A suspension of polyphosphoric acid (115%, 109 g) and powdered 3-(5-(methoxycarbonyl)-1H-pyrrol-2-yl)propanoic acid (12.1 g, 51.8 mmol) in 1,2-dichloroethane (40 mL) was heated for 1 h at 100° C. with occasional mixing with a large spatula. Water (100 mL) was added and the mixture was carefully poured into a large Erlenmeyer flask containing solid sodium bicarbonate and ice. The reaction was neutralized (pH 7) and then extracted with EtOAc (5×150 mL). The combined organic extracts were washed wi... Yields the product COC=1C=C(C=CC1)C1(CCC1)N (1-(3-Methoxy-phenyl)-cyclobutylamine). Reaction SMILES: C(OC(=O)[NH:7][C:8]1([C:12]2[CH:17]=[CH:16][CH:15]=[C:14]([O:18][CH3:19])[CH:13]=2)[CH2:11][CH2:10][CH2:9]1)(C)(C)C.C(Cl)Cl.FC(F)(F)C(O)=O>>[CH3:19][O:18][C:14]1[CH:13]=[C:12]([C:8]2([NH2:7])[CH2:11][CH2:10][CH2:9]2)[CH:17]=[CH:16][CH:15]=1. Reported procedure: Into a 1-neck round-bottom flask, [1-(3-Methoxy-phenyl)-cyclobutyl]-carbamic acid tert-butyl ester (4.20 g, 15.1 mmol), Methylene chloride (25 mL, 390 mmol), and Trifluoroacetic Acid (5 mL, 60 mmol) were added. The reaction was stirred at room temperature overnight. The reaction was partitioned with Saturated NaHCO3 and DCM. The organic was separated, washed with Brine and dried over Na2SO4. The solid was filtered and washed with DCM. The solvent was removed under vacuum to give 1-(3-Methoxy-phe... Reactants: C(C)(C)(C)OC(NC1(CCC1)C1=CC(=CC=C1)OC)=O ([1-(3-Methoxy-phenyl)-cyclobutyl]-carbamic acid tert-butyl ester), C(Cl)Cl (Methylene chloride), FC(C(=O)O)(F)F (Trifluoroacetic Acid). Run at time 8 hour. Reactants: O=C1[C@@H]([C@@H](SC2=C(N1)C=CC=C2)C=2SC=CC2)NC(OCC2=CC=CC=C2)=O (benzyl [(2R,3S)-4-oxo-2-(2-thienyl)-2,3,4,5-tetrahydro-1,5-benzothiazepin-3-yl]carbamate), C(C1=CC=CC=C1)OC(=O)N\C(\C(=O)OC)=C/C1=COC=C1 (Methyl (2Z)-2-{[(benzyloxy)carbonyl]amino}-3-(3-furyl)acrylate). The product is C(C1=CC=CC=C1)OC(N[C@@H]1[C@H](SC2=C(NC1=O)C=CC=C2)C2=COC=C2)=O (Benzyl[(2R,3S)-4-oxo-2-(3-furyl)-2,3,4,5-tetrahydro-1,5-benzothiazepin-3-yl]carbamate). RXN SMILES: [O:1]=[C:2]1[NH:8][C:7]2[CH:9]=[CH:10][CH:11]=[CH:12][C:6]=2[S:5][C@@H:4](C2SC=CC=2)[C@H:3]1[NH:18][C:19](=[O:28])[O:20][CH2:21][C:22]1[CH:27]=[CH:26][CH:25]=[CH:24][CH:23]=1.C(OC(N/C(=C\[C:46]1[CH:50]=[CH:49][O:48][CH:47]=1)/C(OC)=O)=O)C1C=CC=CC=1>>[CH2:21]([O:20][C:19](=[O:28])[NH:18][C@H:3]1[C:2](=[O:1])[NH:8][C:7]2[CH:9]=[CH:10][CH:11]=[CH:12][C:6]=2[S:5][C@@H:4]1[C:46]1[CH:50]=[CH:49][O:48][CH:47]=1)[C:22]1[CH:23]=[CH:24][CH:25]=[CH:26][CH:27]=1. Procedure details: A method similar to that used for the preparation of (99b) was used except that methyl (2Z)-2-{[(benzyloxy)carbonyl]amino}-3-(3-furyl)acrylate (102a) (530 mg) was used as starting material to afford the title compound as a white solid (235 mg). 1H NMR (300 MHz, d6-DMSO) δ 4.66 (t, 1H, J=4 Hz), 4.97 (s, 2H), 5.20 (d, 1H, J=6 Hz), 6.38 (d, 2H, J=7 Hz), 6.5 (s, 1H), 7.07-7.75 (m, 1H), 10.44 (s, 1H). LC/MS: 2.32 min. The reactants are CC(C)(C)C#CC=CCBr, CNCc1ccc(C)c(OCc2ccccc2)c1, CN(C)C=O, Cl, [Na+], [Na+], O=C([O-])[O-]. The product is Cc1ccc(CN(C)CC=CC#CC(C)(C)C)cc1OCc1ccccc1. RXN SMILES: [Br:20][CH2:21][CH:22]=[CH:23][C:24]#[C:25][C:26]([CH3:27])([CH3:28])[CH3:29].[CH3:2][NH:3][CH2:4][c:5]1[cH:6][c:7]([O:12][CH2:13][c:14]2[cH:15][cH:16][cH:17][cH:18][cH:19]2)[c:8]([CH3:11])[cH:9][cH:10]1.[CH3:36][N:37]([CH3:38])[CH:39]=[O:40].[ClH:1].[Na+:30].[Na+:31].[O-:32][C:33](=[O:34])[O-:35]>>[CH3:2][N:3]([CH2:4][c:5]1[cH:6][c:7]([O:12][CH2:13][c:14]2[cH:15][cH:16][cH:17][cH:18][cH:19]2)[c:8]([CH3:11])[cH:9][cH:10]1)[CH2:21][CH:22]=[CH:23][C:24]#[C:25][C:26]([CH3:27])([CH3:28])[CH3:29].